Dataset: the Open Reaction Database (ORD), a public repository of structured organic reaction records. Task: describe an organic reaction: reactants, conditions, products, and yield Reactants: O=C1C(CN2C1=CC=1C=CC=CC21)C(=O)OCC (2,3-dihydro-1-oxo-2-ethoxycarbonyl-1H-pyrrolo[1,2-a]indole). Run in C(C)(=O)O (acetic acid), O (water). Product: O=C1CCN2C1=CC=1C=CC=CC21 (2,3-dihydro-1-oxo-1H-pyrrolo[1.2-a]indole). As a reaction SMILES: [O:1]=[C:2]1[C:6]2=[CH:7][C:8]3[CH:9]=[CH:10][CH:11]=[CH:12][C:13]=3[N:5]2[CH2:4][CH:3]1C(OCC)=O>C(O)(=O)C.O>[O:1]=[C:2]1[C:6]2=[CH:7][C:8]3[CH:9]=[CH:10][CH:11]=[CH:12][C:13]=3[N:5]2[CH2:4][CH2:3]1. Procedure details: A solution of 2,3-dihydro-1-oxo-2-ethoxycarbonyl-1H-pyrrolo[1,2-a]indole in 400 mL of acetic acid and 25 mL of water was heated at reflux under N2 for 16 hr. The resulting solution was cooled and concentrated to dryness. The residue was treated with water and methylene chloride. The organic layer was washed with NaHCO3, brine, dried and concentrated to give solid which was purified by column chromatography to give the title compound. HNMR (CDCl3)δ 2.17 (t, 2H), 4.38 (t, 2H), 6.95 (s, 1H), 7.06-7...